Dataset: the Open Reaction Database (ORD), a public repository of structured organic reaction records. Task: describe an organic reaction: reactants, conditions, products, and yield Starting materials: C=Cc1ncc(Br)cn1, CCCN(COC)C[Si](C)(C)C, ClCCl, O=C(O)C(F)(F)F. Yields the product CCCN1CCC(c2ncc(Br)cn2)C1. RXN SMILES: [Br:13][c:14]1[cH:15][n:16][c:17]([CH:20]=[CH2:21])[n:18][cH:19]1.[CH3:1][O:2][CH2:3][N:4]([CH2:5][Si:6]([CH3:7])([CH3:8])[CH3:9])[CH2:10][CH2:11][CH3:12].[Cl:29][CH2:30][Cl:31].[F:22][C:23]([F:24])([F:25])[C:26]([OH:27])=[O:28]>>[CH2:3]1[N:4]([CH2:10][CH2:11][CH3:12])[CH2:5][CH2:21][CH:20]1[c:17]1[n:16][cH:15][c:14]([Br:13])[cH:19][n:18]1. As a reaction SMILES: [O:1]1[CH2:6][CH2:5][CH2:4][CH2:3][CH:2]1[O:7][C@H:8]([CH2:17][CH2:18][CH2:19][CH2:20][CH2:21][CH2:22][CH2:23][CH2:24][CH2:25][CH2:26][CH3:27])[CH2:9][C:10](OC(C)(C)C)=[O:11].CC(C[AlH]CC(C)C)C.[Cl-].[NH4+].Cl>C1(C)C=CC=CC=1>[O:1]1[CH2:6][CH2:5][CH2:4][CH2:3][CH:2]1[O:7][C@H:8]([CH2:17][CH2:18][CH2:19][CH2:20][CH2:21][CH2:22][CH2:23][CH2:24][CH2:25][CH2:26][CH3:27])[CH2:9][CH:10]=[O:11] |f:2.3|. Reactants: CC(C)C[AlH]CC(C)C (DIBAH), O1C(CCCC1)O[C@@H](CC(=O)OC(C)(C)C)CCCCCCCCCCC (t-butyl (R)-3-[(tetrahydro-2H-pyran-2-yl)oxy]tetradecanoate), [Cl-].[NH4+] (ammonium chloride), Cl (hydrochloric acid). Run at temperature -75 celsius, time 1 hour. Reported procedure: (1J.a) 9.2 g of t-butyl (R)-3-[(tetrahydro-2H-pyran-2-yl)oxy]tetradecanoate are dissolved in 115 ml of toluene while gassing with argon and with the exclusion of moisture and cooled to -75° C. 26.5 ml of a 1.2M DIBAH solution in toluene are then added dropwise within 1/2 hour in such as manner that the temperature does not exceed -70° C. The mixture is stirred at -75° C. for a further one hour. There are then added dropwise 7.4 ml of saturated ammonium chloride solution and subsequently 15.5 ml ... Yields the product O1C(CCCC1)O[C@@H](CC=O)CCCCCCCCCCC ((R)-3-[(tetrahydro-2H-pyran-2-yl)oxyl]tetradecanal). Solvent: C1(=CC=CC=C1)C (toluene), C1(=CC=CC=C1)C (toluene).